Dataset: the Open Reaction Database (ORD), a public repository of structured organic reaction records. Task: describe an organic reaction: reactants, conditions, products, and yield Starting materials: [H-].[Na+] (sodium hydride), C(CO)(=O)OCC (ethyl glycolate), C(C=C)(=O)OC (methyl acrylate), OS(=O)(=O)O (H2SO4). The solvent is CCOCC (ether), CS(=O)C (DMSO). Product: COC(=O)C1COCC1=O (4-oxo-tetrahydro-furan-3-carboxylic acid methyl ester). Reaction SMILES: [H-].[Na+].[C:3]([O:7][CH2:8][CH3:9])(=O)[CH2:4][OH:5].[C:10]([O:14][CH3:15])(=[O:13])C=C.OS(O)(=O)=O>CCOCC.CS(C)=O>[CH3:15][O:14][C:10]([CH:9]1[C:4](=[O:5])[CH2:3][O:7][CH2:8]1)=[O:13] |f:0.1|. Procedure: To a stirred slurry of sodium hydride (1.67 g, 60% in mineral oil, 44.0 mmol) in dried ether was added with ethyl glycolate, dropwise over 15 minutes. The reaction was warmed up to room temperature for 30 min while stirring and concentrated in vacuo to provide white solid. The solid was treated with methyl acrylate (4.16 g, 49 mmol) in DMSO (20 mL) at 0° C. for 15 minutes and room temperature for 45 minutes. The mixture was poured into 5% H2SO4 and extracted with ethyl acetate. Organic layer was... Starting materials: FC(C(=O)C(C(=O)OCC)C1=CC=CC=C1)(F)F (Ethyl 2-trifluoroacetyl-2-phenylacetate), C=NC(C)(C1=CC(=CC(=C1)Cl)Cl)C (N-methylene-1-methyl-1-(3,5-dichlorophenyl)ethylamine). Solvent: C=1(C(=CC=CC1)C)C (xylene). Product: FC(C1=C(C(N(CO1)C(C)(C1=CC(=CC(=C1)Cl)Cl)C)=O)C1=CC=CC=C1)(F)F (6-Trifluoromethyl-3-[1-methyl-1-(3,5-dichlorophenyl)ethyl]-5-phenyl-2,3-dihydro-4H-1,3-oxazin-4-one). Yield: 83.7%. Reaction SMILES: [F:1][C:2]([F:18])([F:17])[C:3]([CH:5]([C:11]1[CH:16]=[CH:15][CH:14]=[CH:13][CH:12]=1)[C:6]([O:8]CC)=O)=[O:4].[CH2:19]=[N:20][C:21]([CH3:31])([C:23]1[CH:28]=[C:27]([Cl:29])[CH:26]=[C:25]([Cl:30])[CH:24]=1)[CH3:22]>C1(C)C(C)=CC=CC=1>[F:18][C:2]([F:1])([F:17])[C:3]1[O:4][CH2:19][N:20]([C:21]([CH3:31])([C:23]2[CH:24]=[C:25]([Cl:30])[CH:26]=[C:27]([Cl:29])[CH:28]=2)[CH3:22])[C:6](=[O:8])[C:5]=1[C:11]1[CH:12]=[CH:13][CH:14]=[CH:15][CH:16]=1. Procedure details: Ethyl 2-trifluoroacetyl-2-phenylacetate (1.30 g) and N-methylene-1-methyl-1-(3,5-dichlorophenyl)ethylamine (1.19 g) were mixed, and xylene (10 ml) was added thereto. The mixture was allowed to react by refluxing for 30 minutes. The solvent was removed by evaporation, and the crude product was recrystallized from a mixture of hexane and ethyl acetate to afford the captioned compound (1.80 g, yield 84%). Starting materials: ClC1=C(C=CC=C1Cl)C1=CC=C(C=C1)/C(=C/COC1=CC=C(C=C1)C[C@@H](C(=O)OCC)OCC)/C ((E)-(S)-Ethyl 3-{4-[3-(2′,3′-Dichloro-biphenyl-4-yl)-but-2-enyloxy]-phenyl}-2-ethoxy-propionate), [OH-].[Na+] (sodium hydroxide). Yields the product ClC1=C(C=CC=C1Cl)C1=CC=C(C=C1)/C(=C/COC1=CC=C(C=C1)C[C@@H](C(=O)O)OCC)/C ((E)-(S)-3-{4-[3-(2′,3′-dichloro-biphenyl-4-yl)-but-2-enyloxy]-phenyl}-2-ethoxy-propionic acid). RXN SMILES: [Cl:1][C:2]1[C:7]([Cl:8])=[CH:6][CH:5]=[CH:4][C:3]=1[C:9]1[CH:14]=[CH:13][C:12](/[C:15](/[CH3:35])=[CH:16]/[CH2:17][O:18][C:19]2[CH:24]=[CH:23][C:22]([CH2:25][C@H:26]([O:32][CH2:33][CH3:34])[C:27]([O:29]CC)=[O:28])=[CH:21][CH:20]=2)=[CH:11][CH:10]=1.[OH-].[Na+]>>[Cl:1][C:2]1[C:7]([Cl:8])=[CH:6][CH:5]=[CH:4][C:3]=1[C:9]1[CH:10]=[CH:11][C:12](/[C:15](/[CH3:35])=[CH:16]/[CH2:17][O:18][C:19]2[CH:20]=[CH:21][C:22]([CH2:25][C@H:26]([O:32][CH2:33][CH3:34])[C:27]([OH:29])=[O:28])=[CH:23][CH:24]=2)=[CH:13][CH:14]=1 |f:1.2|. Procedure: The title compound was prepared from (E)-(S)-ethyl 3-{4-[3-(2′,3′-dichloro-biphenyl-4-yl)-but-2-enyloxy]-phenyl}-2-ethoxy-propionate (example 58) (0.325 g, 0.63 mmol) and sodium hydroxide (1M, 1.27 ml, 1.27 mmol) by a procedure analogous to that described in example 51, giving (E)-(S)-3-{4-[3-(2′,3′-dichloro-biphenyl-4-yl)-but-2-enyloxy]-phenyl}-2-ethoxy-propionic acid as a gum, which contained 0.28 mol equivalents of ethyl acetate; 0.24 g (80%). The reactants are CC(=O)O, CC(C)COc1cccc([N+](=O)[O-])c1C#N, C1CCOC1, CCOC(C)=O, [Fe]. The product is CC(C)COc1cccc(N)c1C#N. RXN SMILES: [C:17]([OH:18])(=[O:19])[CH3:20].[CH2:1]([CH:2]([CH3:3])[CH3:4])[O:5][c:6]1[c:7]([C:8]#[N:9])[c:10]([N+:14]([O-:15])=[O:16])[cH:11][cH:12][cH:13]1.[CH2:21]1[O:22][CH2:23][CH2:24][CH2:25]1.[CH3:26][CH2:27][O:28][C:29]([CH3:30])=[O:31].[Fe:32]>>[CH2:1]([CH:2]([CH3:3])[CH3:4])[O:5][c:6]1[c:7]([C:8]#[N:9])[c:10]([NH2:14])[cH:11][cH:12][cH:13]1. Starting materials: ClC(=O)OC (methyl chloroformate), [OH-].[Na+] (sodium hydroxide), O (water), Cl.CC(C(=N)N)C (2-methylpropionamidine hydrochloride). The solvent is C(C)OCC (diethyl ether). The product is 223, COC(=O)NC(C(C)C)=N (N-methoxycarbonyl-2-methylpropionamidine). The yield is 86.0%. As a reaction SMILES: Cl[C:2]([O:4][CH3:5])=[O:3].[OH-].[Na+].O.Cl.[CH3:10][CH:11]([CH3:15])[C:12]([NH2:14])=[NH:13]>C(OCC)C>[CH3:5][O:4][C:2]([NH:14][C:12](=[NH:13])[CH:11]([CH3:15])[CH3:10])=[O:3] |f:1.2,4.5|. Reported procedure: 165 parts of methyl chloroformate and 141.8 parts of sodium hydroxide in 590 parts of water are added via two inlets to 221 parts of 2-methylpropionamidine hydrochloride in 1,000 parts of diethyl ether, at from 25° to 30° C., in the course of 40 minutes, while stirring. The mixture is stirred at room temperature for one hour, and the organic phase is separated off. The aqueous phase is extracted again with 200 parts of diethyl ether, and the solvent is removed from the combined organic extracts ... Reactants: FC(C(=O)O)(F)F.FC1=C(C(=CC=C1)F)N1CCNCC1 (1-(2,6-difluorophenyl)piperazine trifluoroacetic acid salt), C(C)(C)N(C(C)C)CC (N,N-diisopropylethylamine), ClC=1NC(C2=C(N1)N(C=C2)CC(CO)O)=O (2-chloro-7-(2,3-dihydroxy-propyl)-3,7-dihydro-pyrrolo[2,3-d]pyrimidin-4-one). Run in C(Cl)Cl (methylene chloride), CO (methanol), C(C)O (ethanol). Conditions: temperature 100 celsius, time 8 hour. The product is FC1=C(C(=CC=C1)F)N1CCN(CC1)C=1NC(C2=C(N1)N(C=C2)CC(CO)O)=O (2-[4-(2,6-difluoro-phenyl)-piperazin-1-yl]-7-(2,3-dihydroxy-propyl)-3,7-dihydro-pyrrolo[2,3-d]pyrimidin-4-one). The yield is 57.4%. As a reaction SMILES: Cl[C:2]1[NH:3][C:4](=[O:16])[C:5]2[CH:10]=[CH:9][N:8]([CH2:11][CH:12]([OH:15])[CH2:13][OH:14])[C:6]=2[N:7]=1.FC(F)(F)C(O)=O.[F:24][C:25]1[CH:30]=[CH:29][CH:28]=[C:27]([F:31])[C:26]=1[N:32]1[CH2:37][CH2:36][NH:35][CH2:34][CH2:33]1.C(N(CC)C(C)C)(C)C>C(O)C.C(Cl)Cl.CO>[F:31][C:27]1[CH:28]=[CH:29][CH:30]=[C:25]([F:24])[C:26]=1[N:32]1[CH2:37][CH2:36][N:35]([C:2]2[NH:3][C:4](=[O:16])[C:5]3[CH:10]=[CH:9][N:8]([CH2:11][CH:12]([OH:15])[CH2:13][OH:14])[C:6]=3[N:7]=2)[CH2:34][CH2:33]1 |f:1.2|. Procedure: A mixture of 2-chloro-7-(2,3-dihydroxy-propyl)-3,7-dihydro-pyrrolo[2,3-d]pyrimidin-4-one (16 mg, 65.7 μmol) in ethanol (460 μL) was treated with 1-(2,6-difluorophenyl)piperazine trifluoroacetic acid salt (40.9 mg, 131 μmol) and N,N-diisopropylethylamine (36.6 μL, 210 μmol). The reaction was heated to 100° C., where it stirred overnight. At this time, the reaction was allowed to cool to room temperature. The reaction was then diluted with methylene chloride and methanol and concentrated in vacuo ... The reactants are C(#N)C=1C=NC=CC1 (3-cyanopyridine), [Cl-].[NH4+] (ammonium chloride), [N-]=[N+]=[N-].[Na+] (sodium azide). The solvent is CN(C)C=O (DMF). Reaction conditions: temperature 90 celsius, time 15 hour. Product: N1N=NN=C1C=1C=NC=CC1 (3-(1H-tetrazol-5-yl)pyridine). The yield is 58.0%. RXN SMILES: [C:1]([C:3]1[CH:4]=[N:5][CH:6]=[CH:7][CH:8]=1)#[N:2].[Cl-].[NH4+].[N-:11]=[N+:12]=[N-:13].[Na+]>CN(C=O)C>[NH:11]1[C:1]([C:3]2[CH:4]=[N:5][CH:6]=[CH:7][CH:8]=2)=[N:2][N:13]=[N:12]1 |f:1.2,3.4|. Reported procedure: To a solution of 3-cyanopyridine (1.1 g, 10.6 mmol) in DMF (15 mL) was added ammonium chloride (718 mg, 13.4 mmol) and sodium azide (824 mg, 12.7 mmol) and the resultant slurry was vigorously stirred at 90° C. for 15 h. The DMF was removed in vacuo, the residue was dissolved in aqueous potassium hydroxide (1 M, 20 mL), washed with EtOAc (2×25 mL), the aqueous layer was adjusted to pH ˜3 with aqueous HCl (6 N) and the solid was collected by filtration to afford the title compound 64 (904 mg, 46% ... Reactants: NCCCN1CCCC1=O, O=Cc1ccc(-c2cc3ncnc(Nc4ccc5[nH]ccc5c4)c3s2)cc1. Product: O=C1CCCN1CCCNCc1ccc(-c2cc3ncnc(Nc4ccc5[nH]ccc5c4)c3s2)cc1. As a reaction SMILES: [NH2:1][CH2:2][CH2:3][CH2:4][N:5]1[C:6](=[O:10])[CH2:7][CH2:8][CH2:9]1.[nH:11]1[cH:12][cH:13][c:14]2[cH:15][c:16]([NH:20][c:21]3[c:22]4[c:23]([n:24][cH:25][n:26]3)[cH:27][c:28](-[c:30]3[cH:31][cH:32][c:33]([CH:34]=[O:35])[cH:36][cH:37]3)[s:29]4)[cH:17][cH:18][c:19]12>>[NH:1]([CH2:2][CH2:3][CH2:4][N:5]1[C:6](=[O:10])[CH2:7][CH2:8][CH2:9]1)[CH2:34][c:33]1[cH:32][cH:31][c:30](-[c:28]2[cH:27][c:23]3[c:22]([c:21]([NH:20][c:16]4[cH:15][c:14]5[cH:13][cH:12][nH:11][c:19]5[cH:18][cH:17]4)[n:26][cH:25][n:24]3)[s:29]2)[cH:37][cH:36]1. Reactants: ClCCCS(=O)(=O)N1CCC(CC1)C1=CNC2=C(C=C(C=C12)C1=CC=CC=C1)C(=O)N (3-{1-[(3-chloropropyl)sulfonyl]-4-piperidinyl}-5-phenyl-1H-indole-7-carboxamide), OC1=CC=C(C=C1)NC(C)=O (N-(4-hydroxyphenyl)acetamide), C(=O)([O-])[O-].[K+].[K+] (K2CO3). The reagents and catalysts are [I-].[Na+] (sodium iodide). Product: C(C)(=O)NC1=CC=C(C=C1)OCCCS(=O)(=O)N1CCC(CC1)C1=CNC2=C(C=C(C=C12)C1=CC=CC=C1)C(=O)N (3-{1-[(3-{[4-(acetylamino)phenyl]oxy}propyl)sulfonyl]-4-piperidinyl}-5-phenyl-1H-indole-7-carboxamide). The yield is 42.0%. As a reaction SMILES: Cl[CH2:2][CH2:3][CH2:4][S:5]([N:8]1[CH2:13][CH2:12][CH:11]([C:14]2[C:22]3[C:17](=[C:18]([C:29]([NH2:31])=[O:30])[CH:19]=[C:20]([C:23]4[CH:28]=[CH:27][CH:26]=[CH:25][CH:24]=4)[CH:21]=3)[NH:16][CH:15]=2)[CH2:10][CH2:9]1)(=[O:7])=[O:6].[OH:32][C:33]1[CH:38]=[CH:37][C:36]([NH:39][C:40](=[O:42])[CH3:41])=[CH:35][CH:34]=1.C([O-])([O-])=O.[K+].[K+]>[I-].[Na+]>[C:40]([NH:39][C:36]1[CH:37]=[CH:38][C:33]([O:32][CH2:2][CH2:3][CH2:4][S:5]([N:8]2[CH2:13][CH2:12][CH:11]([C:14]3[C:22]4[C:17](=[C:18]([C:29]([NH2:31])=[O:30])[CH:19]=[C:20]([C:23]5[CH:28]=[CH:27][CH:26]=[CH:25][CH:24]=5)[CH:21]=4)[NH:16][CH:15]=3)[CH2:10][CH2:9]2)(=[O:7])=[O:6])=[CH:34][CH:35]=1)(=[O:42])[CH3:41] |f:2.3.4,5.6|. Procedure: Following the general procedure of example 159, 3-{1-[(3-chloropropyl)sulfonyl]-4-piperidinyl}-5-phenyl-1H-indole-7-carboxamide (40.0 mg, 0.087 mmol), N-(4-hydroxyphenyl)acetamide (151 mg, 0.87 mmol), K2CO3 (35.0 mg, 0.35 mmol) and sodium iodide (0.5 mg) were reacted to give the title compound (21.0 mg, 42%).